Dataset: the Open Reaction Database (ORD), a public repository of structured organic reaction records. Task: describe an organic reaction: reactants, conditions, products, and yield The reactants are CC(C)(C)OC(=O)NCc1cccc(Br)c1, CI, [H-], [Na+], CN(C)C=O, O. Yields the product CN(Cc1cccc(Br)c1)C(=O)OC(C)(C)C. Reaction SMILES: [Br:3][c:4]1[cH:5][c:6]([CH2:7][NH:8][C:9]([O:10][C:11]([CH3:12])([CH3:13])[CH3:14])=[O:15])[cH:16][cH:17][cH:18]1.[CH3:19][I:20].[H-:1].[Na+:2].[O:22]=[CH:23][N:24]([CH3:25])[CH3:26].[OH2:21]>>[Br:3][c:4]1[cH:5][c:6]([CH2:7][N:8]([C:9]([O:10][C:11]([CH3:12])([CH3:13])[CH3:14])=[O:15])[CH3:19])[cH:16][cH:17][cH:18]1. Starting materials: FC(C1=CC=C(C=C1)C=1C=C2CCC(NC2=CC1)=O)(F)F (6-(4-(trifluoromethyl)phenyl)-3,4-dihydroquinolin-2(1H)-one), BrCC1=CC=C(C(=O)OC(C)(C)C)C=C1 (tert-butyl 4-(bromomethyl)benzoate), Cl (hydrochloric acid), O1CCOCC1 (1,4-dioxane), Cl (hydrochloric acid), O1CCOCC1 (1,4-dioxane), [H-].[Na+] (sodium hydride). The solvent is CN(C=O)C (N,N-dimethylformamide), CC#N.O (MeCN H2O), CN(C=O)C (N,N-dimethylformamide), CN(C=O)C (N,N-dimethylformamide). Conditions: time 30 minute. The product is O=C1N(C2=CC=C(C=C2CC1)C1=CC=C(C=C1)C(F)(F)F)CC1=CC=C(C(=O)O)C=C1 (4-((2-oxo-6-(4-(trifluoromethyl)phenyl)-3,4-dihydroquinolin-1(2H)-yl)methyl)benzoic acid). Isolated yield 53.3%. Reaction SMILES: [H-].[Na+].[F:3][C:4]([F:23])([F:22])[C:5]1[CH:10]=[CH:9][C:8]([C:11]2[CH:12]=[C:13]3[C:18](=[CH:19][CH:20]=2)[NH:17][C:16](=[O:21])[CH2:15][CH2:14]3)=[CH:7][CH:6]=1.Br[CH2:25][C:26]1[CH:38]=[CH:37][C:29]([C:30]([O:32]C(C)(C)C)=[O:31])=[CH:28][CH:27]=1.Cl.O1CCOCC1>CN(C)C=O.CC#N.O>[O:21]=[C:16]1[CH2:15][CH2:14][C:13]2[C:18](=[CH:19][CH:20]=[C:11]([C:8]3[CH:7]=[CH:6][C:5]([C:4]([F:3])([F:22])[F:23])=[CH:10][CH:9]=3)[CH:12]=2)[N:17]1[CH2:25][C:26]1[CH:38]=[CH:37][C:29]([C:30]([OH:32])=[O:31])=[CH:28][CH:27]=1 |f:0.1,7.8|. Procedure: To a mixture of 95% dry sodium hydride (12 mg, 0.50 mmol) in anhydrous N,N-dimethylformamide (4 mL) at room temperature was added a solution of 6-(4-(trifluoromethyl)phenyl)-3,4-dihydroquinolin-2(1H)-one (78 mg, 0.30 mmol) (PT-010 made as in Example 1B, above) in anhydrous N,N-dimethylformamide (1 mL). The reaction mixture was stirred for 30 minutes under an atmosphere of dry N2, followed by addition of a solution of tert-butyl 4-(bromomethyl)benzoate (271 mg, 1.00 mmol) in N,N-dimethylformamide... The reactants are Cl (HCl), N1(CCCC1)C=1C=CC(=C(C1)NC(C1=CC=CC=C1)=O)NCC1=CC(=C(C(=C1)OC)OC)OC (N-(5-(pyrrolidin-1-yl)-2-(3,4,5-trimethoxybenzylamino)phenyl)benzamide), [OH-].N (ammonia hydroxide). The solvent is C(C)O (ethanol). Run at temperature 50 celsius. The product is C1(=CC=CC=C1)C1=NC2=C(N1CC1=CC(=C(C(=C1)OC)OC)OC)C=CC(=C2)N2CCCC2 (2-phenyl-5-(pyrrolidin-1-yl)-1-(3,4,5-trimethoxybenzyl)-1H-benzo[d]imidazole). RXN SMILES: [N:1]1([C:6]2[CH:7]=[CH:8][C:9]([NH:21][CH2:22][C:23]3[CH:28]=[C:27]([O:29][CH3:30])[C:26]([O:31][CH3:32])=[C:25]([O:33][CH3:34])[CH:24]=3)=[C:10]([NH:12][C:13](=O)[C:14]3[CH:19]=[CH:18][CH:17]=[CH:16][CH:15]=3)[CH:11]=2)[CH2:5][CH2:4][CH2:3][CH2:2]1.Cl.[OH-].N>C(O)C>[C:14]1([C:13]2[N:21]([CH2:22][C:23]3[CH:24]=[C:25]([O:33][CH3:34])[C:26]([O:31][CH3:32])=[C:27]([O:29][CH3:30])[CH:28]=3)[C:9]3[CH:8]=[CH:7][C:6]([N:1]4[CH2:2][CH2:3][CH2:4][CH2:5]4)=[CH:11][C:10]=3[N:12]=2)[CH:15]=[CH:16][CH:17]=[CH:18][CH:19]=1 |f:2.3|. Procedure: To a suspension of N-(5-(pyrrolidin-1-yl)-2-(3,4,5-trimethoxybenzylamino)phenyl)benzamide in ethanol (20 mL) was added 4 N HCl. The reaction mixture was heated at 50° C. for 5 h, then cooled to room temperature. Excess acid was neutralized with ammonia hydroxide, and the resulting mixture was extracted with ethyl acetate (50 mL×3). The combined organics were washed with brine, dried over anhydrous MgSO4, and concentrated in vacuum. The residue was subjected to flash chromatography on silica gel ... The reactants are CC(=O)C1=CC(=CC=C1)OC (3-methoxy acetophenone), CNC (dimethylamine), [BH4-].[Na+] (sodium borohydride). Reagents/catalysts: CC([O-])C.[Ti+4].CC([O-])C.CC([O-])C.CC([O-])C (titanium isopropoxide). The product is COC=1C=C(C=CC1)C(C)N(C)C ([1-(3-methoxyphenyl)ethyl]dimethylamine). RXN SMILES: [CH3:1][C:2]([C:4]1[CH:9]=[CH:8][CH:7]=[C:6]([O:10][CH3:11])[CH:5]=1)=O.[CH3:12][NH:13][CH3:14].[BH4-].[Na+]>CC(C)[O-].[Ti+4].CC(C)[O-].CC(C)[O-].CC(C)[O-]>[CH3:11][O:10][C:6]1[CH:5]=[C:4]([CH:2]([N:13]([CH3:14])[CH3:12])[CH3:1])[CH:9]=[CH:8][CH:7]=1 |f:2.3,4.5.6.7.8|. Reported procedure: Patent publication WO2004/037771 describes reductive amination of 3-methoxy acetophenone in presence of dimethylamine, titanium isopropoxide and sodium borohydride to obtain [1-(3-methoxyphenyl)ethyl]dimethylamine, which is further demethylated using hydrobromic acid to obtain 3-(1-dimethylamino)phenol. This is further resolved using (S)-(+)camphor-10-sulfonic acid and reacted with carbamoyl chloride to obtain rivastigmine. Starting materials: C(C)(=O)NC(=O)C(=O)NC(C)=O (N,N'-diacetyloxamide), CO (methyl alcohol), CO (methyl alcohol), C(O)CN (monoethanolamine). Conditions: time 2 hour. Yields the product OCCNC(=O)C(=O)NCCO (N,N'-bis-(2-hydroxyethyl)oxamide). The yield is 93.0%. Reaction SMILES: C(N[C:5]([C:7]([NH:9][C:10](=[O:12])[CH3:11])=O)=[O:6])(=O)C.[CH2:13]([CH2:15][NH2:16])[OH:14].C[OH:18]>>[OH:14][CH2:13][CH2:15][NH:16][C:11]([C:10]([NH:9][CH2:7][CH2:5][OH:6])=[O:12])=[O:18]. Procedure details: A suspension of N,N'-diacetyloxamide (10 g, 0.058 mol) in anhydrous methyl alcohol (50 ml) is charged into a four-necked flask equipped with a reflux condenser, an inlet tube for nitrogen, a dropping funnel, a thermometer, and a magnetic stirrer. A solution of monoethanolamine (8.2 g, 0.134 mol) in anhydrous methyl alcohol (20 ml) is gradually dripped in at 25° C. The reaction is exothermic and the temperature rises up to 60° C. The reaction is allowed to proceed at this temperature for 2 hours,...